Task: describe an organic reaction: reactants, conditions, products, and yield. Dataset: the Open Reaction Database (ORD), a public repository of structured organic reaction records Starting materials: CCOC(C)=O, COc1ncccc1CN1CCC(CC(=O)c2cccnc2Cl)CC1, CC#N, Cl. The product is O=C(CC1CCN(Cc2ccc[nH]c2=O)CC1)c1cccnc1Cl. As a reaction SMILES: [C:26]([O:27][CH2:28][CH3:29])(=[O:30])[CH3:31].[CH3:1][O:2][c:3]1[n:4][cH:5][cH:6][cH:7][c:8]1[CH2:9][N:10]1[CH2:11][CH2:12][CH:13]([CH2:16][C:17](=[O:18])[c:19]2[c:20]([Cl:25])[n:21][cH:22][cH:23][cH:24]2)[CH2:14][CH2:15]1.[CH3:33][C:34]#[N:35].[ClH:32]>>[O:2]=[c:3]1[nH:4][cH:5][cH:6][cH:7][c:8]1[CH2:9][N:10]1[CH2:11][CH2:12][CH:13]([CH2:16][C:17](=[O:18])[c:19]2[c:20]([Cl:25])[n:21][cH:22][cH:23][cH:24]2)[CH2:14][CH2:15]1. Starting materials: CCCCN(Cc1ccc(OCC(=O)OCC)c(C)c1)c1cccc(-c2ccc(C(F)(F)F)cc2)c1C, C1CCOC1, CO, [Na+], [OH-]. The product is CCCCN(Cc1ccc(OCC(=O)O)c(C)c1)c1cccc(-c2ccc(C(F)(F)F)cc2)c1C. Reaction SMILES: [CH2:1]([CH2:2][CH2:3][CH3:4])[N:5]([c:6]1[c:7]([CH3:22])[c:8](-[c:12]2[cH:13][cH:14][c:15]([C:18]([F:19])([F:20])[F:21])[cH:16][cH:17]2)[cH:9][cH:10][cH:11]1)[CH2:23][c:24]1[cH:25][c:26]([CH3:37])[c:27]([O:28][CH2:29][C:30](=[O:31])[O:32][CH2:33][CH3:34])[cH:35][cH:36]1.[CH2:42]1[O:43][CH2:44][CH2:45][CH2:46]1.[CH3:40][OH:41].[Na+:39].[OH-:38]>>[CH2:1]([CH2:2][CH2:3][CH3:4])[N:5]([c:6]1[c:7]([CH3:22])[c:8](-[c:12]2[cH:13][cH:14][c:15]([C:18]([F:19])([F:20])[F:21])[cH:16][cH:17]2)[cH:9][cH:10][cH:11]1)[CH2:23][c:24]1[cH:25][c:26]([CH3:37])[c:27]([O:28][CH2:29][C:30](=[O:31])[OH:32])[cH:35][cH:36]1. Starting materials: CC(C)OC(=O)/N=N/C(=O)OC(C)C (DIAD), S1C(NC(C1)=O)=O (1,3-thiazolidine-2,4-dione), BrCCO (2-bromoethan-1-ol), C1(=CC=CC=C1)P(C1=CC=CC=C1)C1=CC=CC=C1 (triphenylphosphane). Solvent: O1CCCC1 (tetrahydrofuran), O1CCCC1 (tetrahydrofuran). Reaction conditions: temperature 5 celsius, time 30 minute. Yields the product BrCCN1C(SCC1=O)=O (3-(2-bromoethyl)-1,3-thiazolidine-2,4-dione). Isolated yield 47.4%. RXN SMILES: [S:1]1[CH2:5][C:4](=[O:6])[NH:3][C:2]1=[O:7].[Br:8][CH2:9][CH2:10]O.C1(P(C2C=CC=CC=2)C2C=CC=CC=2)C=CC=CC=1.CC(OC(/N=N/C(OC(C)C)=O)=O)C>O1CCCC1>[Br:8][CH2:9][CH2:10][N:3]1[C:4](=[O:6])[CH2:5][S:1][C:2]1=[O:7]. Procedure details: Into a 500-mL 3-necked round-bottom flask purged and maintained with an inert atmosphere of nitrogen, was placed a solution of 1,3-thiazolidine-2,4-dione (10 g, 85.38 mmol, 1.00 equiv) in tetrahydrofuran (300 mL), 2-bromoethan-1-ol (10.6 g, 84.82 mmol, 1.00 equiv), triphenylphosphane (27 g, 102.94 mmol, 1.20 equiv). This was followed by the addition of a solution of DIAD (21 g, 103.96 mmol, 1.20 equiv) in tetrahydrofuran (30 mL) dropwise with stirring at 0-10° C. in 30 min. The resulting solutio... Reactants: CO, [Cl-], COC(=O)c1cc(OCCCCl)c(OC)cc1[N+](=O)[O-], [Fe], [NH4+], O. The product is COC(=O)c1cc(OCCCCl)c(OC)cc1N. RXN SMILES: [CH3:24][OH:25].[Cl-:21].[Cl:1][CH2:2][CH2:3][CH2:4][O:5][c:6]1[c:7]([O:19][CH3:20])[cH:8][c:9]([N+:16]([O-:17])=[O:18])[c:10]([C:11](=[O:12])[O:13][CH3:14])[cH:15]1.[Fe:26].[NH4+:22].[OH2:23]>>[Cl:1][CH2:2][CH2:3][CH2:4][O:5][c:6]1[c:7]([O:19][CH3:20])[cH:8][c:9]([NH2:16])[c:10]([C:11](=[O:12])[O:13][CH3:14])[cH:15]1. The reactants are C(C)NC(=O)NC1=CC=C(C=C1)C=1N=C(C2=C(N1)CNCC2)N2[C@H](COCC2)C ((S)-1-ethyl-3-(4-(4-(3-methylmorpholino)-5,6,7,8-tetrahydropyrido[3,4-d]pyrimidin-2-yl)phenyl)urea), ClC(=O)OC(C)C (isopropyl chloroformate). Yields the product C(C)NC(NC1=CC=C(C=C1)C=1N=C(C2=C(N1)CN(CC2)C(=O)OC(C)C)N2[C@H](COCC2)C)=O ((S)-isopropyl 2-(4-(3-ethylureido)phenyl)-4-(3-methylmorpholino)-5,6-dihydropyrido[3,4-d]pyrimidine-7(8H)-carboxylate). Reaction SMILES: [CH2:1]([NH:3][C:4]([NH:6][C:7]1[CH:12]=[CH:11][C:10]([C:13]2[N:14]=[C:15]([N:23]3[CH2:28][CH2:27][O:26][CH2:25][C@@H:24]3[CH3:29])[C:16]3[CH2:22][CH2:21][NH:20][CH2:19][C:17]=3[N:18]=2)=[CH:9][CH:8]=1)=[O:5])[CH3:2].Cl[C:31]([O:33][CH:34]([CH3:36])[CH3:35])=[O:32]>>[CH2:1]([NH:3][C:4](=[O:5])[NH:6][C:7]1[CH:8]=[CH:9][C:10]([C:13]2[N:14]=[C:15]([N:23]3[CH2:28][CH2:27][O:26][CH2:25][C@@H:24]3[CH3:29])[C:16]3[CH2:22][CH2:21][N:20]([C:31]([O:33][CH:34]([CH3:36])[CH3:35])=[O:32])[CH2:19][C:17]=3[N:18]=2)=[CH:11][CH:12]=1)[CH3:2]. Procedure: Compound eq was prepared according to the procedure described in Example 5 by reacting (S)-1-ethyl-3-(4-(4-(3-methylmorpholino)-5,6,7,8-tetrahydropyrido[3,4-d]pyrimidin-2-yl)phenyl)urea with isopropyl chloroformate. LC-MS: m/z=+483 (M+H)+. Starting materials: N1=CC=CC=C1 (pyridine), ClC(=O)OCC (ethyl chloroformate), ClC1=C(C=C(C=C1)C1(CCNCC1)O)C(F)(F)F (4-[4-Chloro-3-(trifluoromethyl)phenyl]-4-hydroxypiperidine). The solvent is C(Cl)Cl (methylene chloride). Conditions: time 5 hour. The product is C(C)OC(=O)N1CCC(CC1)(O)C1=CC(=C(C=C1)Cl)C(F)(F)F (4-[4-chloro-3-(trifluoromethyl)phenyl]-4-hydroxy-1-piperidinecarboxylic acid ethyl ester). Isolated yield 81.0%. Reaction SMILES: [Cl:1][C:2]1[CH:7]=[CH:6][C:5]([C:8]2([OH:14])[CH2:13][CH2:12][NH:11][CH2:10][CH2:9]2)=[CH:4][C:3]=1[C:15]([F:18])([F:17])[F:16].N1C=CC=CC=1.Cl[C:26]([O:28][CH2:29][CH3:30])=[O:27]>C(Cl)Cl>[CH2:29]([O:28][C:26]([N:11]1[CH2:10][CH2:9][C:8]([C:5]2[CH:6]=[CH:7][C:2]([Cl:1])=[C:3]([C:15]([F:18])([F:16])[F:17])[CH:4]=2)([OH:14])[CH2:13][CH2:12]1)=[O:27])[CH3:30]. Procedure details: 4-[4-Chloro-3-(trifluoromethyl)phenyl]-4-hydroxypiperidine (ACROS Co., 2.0 g) was dissolved in methylene chloride (10 ml), and pyridine (0.6 ml) and ethyl chloroformate (0.8 ml) were added thereto. The mixture was stirred at room temperature for 5 hr. After completion of the reaction, the reaction mixture was concentrated. The obtained residue was purified by silica gel column chromatography (elution solvent: hexane-ethyl acetate (1:2)) to give 4-[4-chloro-3-(trifluoromethyl)phenyl]-4-hydroxy-1-... The reactants are CCOC(=O)c1[nH]nc(-c2cnc(-c3ccccc3)s2)c1Cl, CCN, C1CCOC1, O. The product is CCNC(=O)c1[nH]nc(-c2cnc(-c3ccccc3)s2)c1Cl. As a reaction SMILES: [CH2:1]([O:2][C:4](=[O:5])[c:6]1[nH:7][n:8][c:9](-[c:12]2[cH:13][n:14][c:15](-[c:17]3[cH:18][cH:19][cH:20][cH:21][cH:22]3)[s:16]2)[c:10]1[Cl:11])[CH3:3].[CH3:23][CH2:24][NH2:25].[O:27]1[CH2:28][CH2:29][CH2:30][CH2:31]1.[OH2:26]>>[C:4](=[O:5])([c:6]1[nH:7][n:8][c:9](-[c:12]2[cH:13][n:14][c:15](-[c:17]3[cH:18][cH:19][cH:20][cH:21][cH:22]3)[s:16]2)[c:10]1[Cl:11])[NH:25][CH2:24][CH3:23]. Reactants: C(C)(=O)NC1=CC=C(C(=O)Cl)C=C1 (4-acetamidobenzoyl chloride), S1C(=NC=C1)C=1C=C(C(=CC1)N)N (4-(Thiazol-2-yl)benzene-1,2-diamine), CCOC(=O)C (EtOAc). Run in C(C)#N (acetonitrile), C(C)#N (acetonitrile), N1=CC=CC=C1 (pyridine). Conditions: time 4 hour. Product: title compounds 223, C(C)(=O)NC1=CC=C(C(=O)NC2=C(C=CC(=C2)C=2SC=CN2)N)C=C1 (4-Acetamido-N-(2-amino-5-(thiazol-2-yl)phenyl)benzamide). Yield: 5.7%. RXN SMILES: [S:1]1[CH:5]=[CH:4][N:3]=[C:2]1[C:6]1[CH:7]=[C:8]([NH2:13])[C:9]([NH2:12])=[CH:10][CH:11]=1.[C:14]([NH:17][C:18]1[CH:26]=[CH:25][C:21]([C:22](Cl)=[O:23])=[CH:20][CH:19]=1)(=[O:16])[CH3:15].CCOC(C)=O>C(#N)C.N1C=CC=CC=1>[C:14]([NH:17][C:18]1[CH:26]=[CH:25][C:21]([C:22]([NH:13][C:8]2[CH:7]=[C:6]([C:2]3[S:1][CH:5]=[CH:4][N:3]=3)[CH:11]=[CH:10][C:9]=2[NH2:12])=[O:23])=[CH:20][CH:19]=1)(=[O:16])[CH3:15]. Procedure: To a stirred suspension of 222a (47 mg, 0.25 mmol) in acetonitrile (10 mL) and pyridine (20 uL) was added 4-acetamidobenzoyl chloride (49 mg, 0.25 mmol) in acetonitrile (1 mL) at 0° C. for 15 min. The reaction mixture was warmed up to room temperature and stirred for 4 hours, concentrated under reduced pressure. The crude was diluted in DCM and washed with NaHCO3 and brine. The organic layer was dried with Na2SO4 and evaporated. The residue was purified by flash chromatography on silica gel, elu... The reactants are ClC1=C(NC2=C(C=CC=C2)C(C(=O)O)O)C(=CC=C1)Cl (2-(2,6-dichloroanilino)phenylglycolic acid), [OH-].[Na+] (sodium hydroxide), O (water). Run in C(C)O (ethanol). Conditions: time 1 hour. The product is ClC1=C(NC2=C(C=CC=C2)C(C(=O)[O-])O)C(=CC=C1)Cl.[Na+] (sodium 2-(2,6-dichloroanilino)phenylglycolate). As a reaction SMILES: [Cl:1][C:2]1[CH:19]=[CH:18][CH:17]=[C:16]([Cl:20])[C:3]=1[NH:4][C:5]1[CH:10]=[CH:9][CH:8]=[CH:7][C:6]=1[CH:11]([OH:15])[C:12]([OH:14])=[O:13].[OH-].[Na+:22].O>C(O)C>[Cl:1][C:2]1[CH:19]=[CH:18][CH:17]=[C:16]([Cl:20])[C:3]=1[NH:4][C:5]1[CH:10]=[CH:9][CH:8]=[CH:7][C:6]=1[CH:11]([OH:15])[C:12]([O-:14])=[O:13].[Na+:22] |f:1.2,5.6|. Procedure: To a solution of 6.24 g of 2-(2,6-dichloroanilino)phenylglycolic acid in 30 ml of ethanol were added 10 ml of a 5 N aqueous sodium hydroxide solution and the mixture was stirred at room temperature for 1 hour. Then, 20 ml of water were added, and the mixture was concentrated to have a volume of 30 ml. The concentrate was cooled and the solid thus deposited was recovered by filtration. Recrystallization from water gave sodium 2-(2,6-dichloroanilino)phenylglycolate. m.p. 101°-104° C.